This data is from the Open Reaction Database (ORD), a public repository of structured organic reaction records. The task is: describe an organic reaction: reactants, conditions, products, and yield Reactants: CO, CCOC(=O)c1cccc2nc(N3CC(NC(=O)c4nc(Cl)c(CC)[nH]4)C3)sc12, [Li+], [OH-], O. The product is CCc1[nH]c(C(=O)NC2CN(c3nc4cccc(C(=O)O)c4s3)C2)nc1Cl. RXN SMILES: [CH3:33][OH:34].[Cl:1][c:2]1[n:3][c:4]([C:9](=[O:10])[NH:11][CH:12]2[CH2:13][N:14]([c:16]3[s:17][c:18]4[c:19]([n:20]3)[cH:21][cH:22][cH:23][c:24]4[C:25](=[O:26])[O:27][CH2:28][CH3:29])[CH2:15]2)[nH:5][c:6]1[CH2:7][CH3:8].[Li+:30].[OH-:31].[OH2:32]>>[Cl:1][c:2]1[n:3][c:4]([C:9](=[O:10])[NH:11][CH:12]2[CH2:13][N:14]([c:16]3[s:17][c:18]4[c:19]([n:20]3)[cH:21][cH:22][cH:23][c:24]4[C:25](=[O:26])[OH:27])[CH2:15]2)[nH:5][c:6]1[CH2:7][CH3:8]. Isolated yield 64.0%. Reactants: ClC=1C=CC(=C(C=C2OC(C3=C2C=CC=C3)=O)C1)[N+](=O)[O-] (3-(5-chloro-2-nitrobenzylidene)-2-benzofuran-1(3H)-one), reduced iron, [Cl-].[NH4+] (ammonium chloride), O (water). RXN SMILES: [Cl:1][C:2]1[CH:3]=[CH:4][C:5]([N+:19]([O-])=O)=[C:6]([CH:18]=1)[CH:7]=[C:8]1[C:12]2[CH:13]=[CH:14][CH:15]=[CH:16][C:11]=2[C:10](=[O:17])[O:9]1.[Cl-].[NH4+].O>C(O)C>[NH2:19][C:5]1[CH:4]=[CH:3][C:2]([Cl:1])=[CH:18][C:6]=1[CH:7]=[C:8]1[C:12]2[CH:13]=[CH:14][CH:15]=[CH:16][C:11]=2[C:10](=[O:17])[O:9]1 |f:1.2|. Procedure: A mixture of 3-(5-chloro-2-nitrobenzylidene)-2-benzofuran-1(3H)-one (808 mg), reduced iron (750 mg), ammonium chloride (72 mg), water (2.5 mL), and ethanol (25 mL) was stirred at 80° C. for 4 hours. The reaction mixture was filtered using Celite and the solvent was evaporated under reduced pressure. The residue was purified by silica gel column chromatography (hexane-ethyl acetate) to obtain 3-(2-amino-5-chlorobenzylidene)-2-benzofuran-1(3H)-one (466 mg). Conditions: temperature 80 celsius, time 4 hour. The product is NC1=C(C=C2OC(C3=C2C=CC=C3)=O)C=C(C=C1)Cl (3-(2-amino-5-chlorobenzylidene)-2-benzofuran-1(3H)-one). Solvent: C(C)O (ethanol).